This data is from the Open Reaction Database (ORD), a public repository of structured organic reaction records. The task is: describe an organic reaction: reactants, conditions, products, and yield Starting materials: CCOC(=O)c1ncn2c1CN(Cc1ccc(OC)cc1OC)C(=O)c1cc(OC)ccc1-2, ClCCl, O=S(=O)(O)C(F)(F)F, O=C(O)C(F)(F)F. Product: CCOC(=O)c1ncn2c1CNC(=O)c1cc(OC)ccc1-2. RXN SMILES: [CH2:1]([CH3:2])[O:3][C:4](=[O:5])[c:6]1[n:7][cH:8][n:9]2[c:15]1[CH2:14][N:13]([CH2:16][c:17]1[cH:18][cH:19][c:20]([O:21][CH3:22])[cH:23][c:24]1[O:25][CH3:26])[C:12](=[O:27])[c:11]1[c:10]-2[cH:31][cH:30][c:29]([O:32][CH3:33])[cH:28]1.[Cl:42][CH2:43][Cl:44].[OH:34][S:35]([C:36]([F:37])([F:38])[F:39])(=[O:40])=[O:41].[OH:45][C:46]([C:47]([F:48])([F:49])[F:50])=[O:51]>>[CH2:1]([CH3:2])[O:3][C:4](=[O:5])[c:6]1[n:7][cH:8][n:9]2[c:15]1[CH2:14][NH:13][C:12](=[O:27])[c:11]1[c:10]-2[cH:31][cH:30][c:29]([O:32][CH3:33])[cH:28]1.